Task: describe an organic reaction: reactants, conditions, products, and yield. Dataset: the Open Reaction Database (ORD), a public repository of structured organic reaction records Starting materials: BrC=1C=CC2=C(C=C(CCN2CC2=CC(=CC=C2)OC)C(=O)O)C1 (7-bromo-1-(3-methoxybenzyl)-2,3-dihydro-1-benzazepine-4-carboxylic acid), Cl (hydrochloric acid), B(OC1=CC=C(C=C1)OCCOCCC)([O-])[O-] (4-propoxyethoxyphenyl borate), C([O-])([O-])=O.[K+].[K+] (potassium carbonate). The reagents and catalysts are C=1C=CC(=CC1)[P](C=2C=CC=CC2)(C=3C=CC=CC3)[Pd]([P](C=4C=CC=CC4)(C=5C=CC=CC5)C=6C=CC=CC6)([P](C=7C=CC=CC7)(C=8C=CC=CC8)C=9C=CC=CC9)[P](C=1C=CC=CC1)(C=1C=CC=CC1)C=1C=CC=CC1 (tetrakistriphenylphosphinepalladium). Run in C1(=CC=CC=C1)C (toluene), O (water), C(C)O (ethanol), O (water). Run at temperature 100 celsius, time 30 minute. Yields the product COC=1C=C(CN2CCC(=CC3=C2C=CC(=C3)C3=CC=C(C=C3)OCCOCCC)C(=O)O)C=CC1 (1-(3-methoxybenzyl)-7-(4-propoxyethoxyphenyl)-2,3-dihydro-1-benzazepine-4-carboxylic acid). Isolated yield 31.3%. As a reaction SMILES: Br[C:2]1[CH:3]=[CH:4][C:5]2[N:11]([CH2:12][C:13]3[CH:18]=[CH:17][CH:16]=[C:15]([O:19][CH3:20])[CH:14]=3)[CH2:10][CH2:9][C:8]([C:21]([OH:23])=[O:22])=[CH:7][C:6]=2[CH:24]=1.B([O-])([O-])O[C:27]1[CH:32]=[CH:31][C:30]([O:33][CH2:34][CH2:35][O:36][CH2:37][CH2:38][CH3:39])=[CH:29][CH:28]=1.C(=O)([O-])[O-].[K+].[K+].Cl>C1(C)C=CC=CC=1.C1C=CC([P]([Pd]([P](C2C=CC=CC=2)(C2C=CC=CC=2)C2C=CC=CC=2)([P](C2C=CC=CC=2)(C2C=CC=CC=2)C2C=CC=CC=2)[P](C2C=CC=CC=2)(C2C=CC=CC=2)C2C=CC=CC=2)(C2C=CC=CC=2)C2C=CC=CC=2)=CC=1.O.C(O)C>[CH3:20][O:19][C:15]1[CH:14]=[C:13]([CH:18]=[CH:17][CH:16]=1)[CH2:12][N:11]1[C:5]2[CH:4]=[CH:3][C:2]([C:27]3[CH:32]=[CH:31][C:30]([O:33][CH2:34][CH2:35][O:36][CH2:37][CH2:38][CH3:39])=[CH:29][CH:28]=3)=[CH:24][C:6]=2[CH:7]=[C:8]([C:21]([OH:23])=[O:22])[CH2:9][CH2:10]1 |f:2.3.4,^1:59,61,80,99|. Procedure: In toluene (20 ml), ethanol (2 ml) and water (2 ml) were suspended 7-bromo-1-(3-methoxybenzyl)-2,3-dihydro-1-benzazepine-4-carboxylic acid (300 mg), 4-propoxyethoxyphenyl borate (346 mg) and potassium carbonate (534 mg), and the suspension was stirred under argon atmosphere for 30 minutes. Then, to the suspension was added tetrakistriphenylphosphinepalladium (62 mg), and the mixture was heated at 100° C. for 6 hours under argon atmosphere. After allowing to cool, water was added to the mixture, ... Reactants: ClC1=NC=CC2=C(C=CC=C12)Br (1-Chloro-5-bromoisoquinoline), C(#N)C1=C(C=C(C=C1)B1OC(C)(C)C(C)(C)O1)NC1CCC(CC1)O (4-cyano-3-(4-hydroxycyclohexylamino)phenylboronic acid pinacol ester), C([O-])([O-])=O.[Na+].[Na+] (sodium carbonate). The reagents and catalysts are C=1C=CC(=CC1)[P](C=2C=CC=CC2)(C=3C=CC=CC3)[Pd]([P](C=4C=CC=CC4)(C=5C=CC=CC5)C=6C=CC=CC6)([P](C=7C=CC=CC7)(C=8C=CC=CC8)C=9C=CC=CC9)[P](C=1C=CC=CC1)(C=1C=CC=CC1)C=1C=CC=CC1 (Pd(PPh3)4). Run in COCCOC (ethylene glycol dimethyl ether). The product is BrC1=C2C=CN=C(C2=CC=C1)C1=CC(=C(C#N)C=C1)NC1CCC(CC1)O (4-(5-Bromoisoquinolin-1-yl)-2-(4-hydroxycyclohexylamino)benzonitrile). Yield: 153.8%. Reaction SMILES: Cl[C:2]1[C:11]2[C:6](=[C:7]([Br:12])[CH:8]=[CH:9][CH:10]=2)[CH:5]=[CH:4][N:3]=1.[C:13]([C:15]1[CH:20]=[CH:19][C:18](B2OC(C)(C)C(C)(C)O2)=[CH:17][C:16]=1[NH:30][CH:31]1[CH2:36][CH2:35][CH:34]([OH:37])[CH2:33][CH2:32]1)#[N:14].C(=O)([O-])[O-].[Na+].[Na+]>COCCOC.C1C=CC([P]([Pd]([P](C2C=CC=CC=2)(C2C=CC=CC=2)C2C=CC=CC=2)([P](C2C=CC=CC=2)(C2C=CC=CC=2)C2C=CC=CC=2)[P](C2C=CC=CC=2)(C2C=CC=CC=2)C2C=CC=CC=2)(C2C=CC=CC=2)C2C=CC=CC=2)=CC=1>[Br:12][C:7]1[CH:8]=[CH:9][CH:10]=[C:11]2[C:6]=1[CH:5]=[CH:4][N:3]=[C:2]2[C:18]1[CH:19]=[CH:20][C:15]([C:13]#[N:14])=[C:16]([NH:30][CH:31]2[CH2:36][CH2:35][CH:34]([OH:37])[CH2:33][CH2:32]2)[CH:17]=1 |f:2.3.4,^1:53,55,74,93|. Procedure details: Pd(PPh3)4 (1.39 g) was added to a solution of compound (1b) (5.83 g), 4-cyano-3-(4-hydroxycyclohexylamino)phenylboronic acid pinacol ester (7.80 g), and an aqueous sodium carbonate solution (2 M, 40 mL) in ethylene glycol dimethyl ether (80 mL) in a nitrogen atmosphere, and the mixture was stirred at 85° C. for 3 hours. The reaction solution was partitioned between ethyl acetate and water. The organic layer was washed with brine and then dried over anhydrous sodium sulfate. The solvent was disti... Reactants: Cc1ccc(C2(O)CC(C(=O)O)N(C(=O)OCc3ccccc3)C2)cc1, CC(=O)SCCCC(=O)N1CC(O)(c2ccc(C)cc2)CC1C(=O)O. The product is Cc1ccc(C2(O)CNC(C(=O)O)C2)cc1. RXN SMILES: [C:1]([O:2][CH2:3][c:4]1[cH:5][cH:6][cH:7][cH:8][cH:9]1)(=[O:10])[N:11]1[CH:12]([C:13](=[O:14])[OH:15])[CH2:16][C:17]([c:19]2[cH:20][cH:21][c:22]([CH3:25])[cH:23][cH:24]2)([OH:26])[CH2:18]1.[C:27]([S:28][CH2:29][CH2:30][CH2:31][C:32]([N:33]1[CH2:34][C:35]([OH:36])([c:37]2[cH:38][cH:39][c:40]([CH3:41])[cH:42][cH:43]2)[CH2:44][CH:45]1[C:46]([OH:47])=[O:48])=[O:49])(=[O:50])[CH3:51]>>[NH:11]1[CH:12]([C:13](=[O:14])[OH:15])[CH2:16][C:17]([c:19]2[cH:20][cH:21][c:22]([CH3:25])[cH:23][cH:24]2)([OH:26])[CH2:18]1. Reactants: Cl (HCl), Cl (HCl), COC=1C=C2C=C(NC2=CC1)C(=O)OC (methyl 5-methoxy-1H-indole-2-carboxylate), CS(=O)C (dimethyl sulfoxide), Cl (HCl). Run in CO (methanol). Product: [Cl-].COC=1C=C2C(=C(NC2=CC1)C(=O)OC)[S+](C)C ([5-methoxy-2-(methoxycarbonyl)-1H-indol-3-yl] dimethylsulfonium chloride). Yield: 52.0%. RXN SMILES: [CH3:1][O:2][C:3]1[CH:4]=[C:5]2[C:9](=[CH:10][CH:11]=1)[NH:8][C:7]([C:12]([O:14][CH3:15])=[O:13])=[CH:6]2.[CH3:16][S:17]([CH3:19])=O.[ClH:20]>CO>[Cl-:20].[CH3:1][O:2][C:3]1[CH:4]=[C:5]2[C:9](=[CH:10][CH:11]=1)[NH:8][C:7]([C:12]([O:14][CH3:15])=[O:13])=[C:6]2[S+:17]([CH3:19])[CH3:16] |f:4.5|. Procedure details: A mixture of methyl 5-methoxy-1H-indole-2-carboxylate (8.3 g, 40 mmol; Blaikie KG, Perkin WH Jr, J. Chem. Soc. 1924;125:296) and dimethyl sulfoxide (4.0 mL, 4.4 g, 56 mmol) in 75 mL of methanol is cooled in ice and treated with gaseous HCl. The temperature of the reaction mixture increases to 45° C. as the HCl is added. Additional HCl is added intermittently and the rate of cooling is adjusted so that a reaction temperature of 40°-50° C. is maintained for 3 hours. The mixture is cooled and the p... The reactants are Cc1cc(C(=O)O)cc(Cl)n1, NC1CCc2ccccc21. Reagents/catalysts: C1CCN(C1)[P+](N2CCCC2)(N3CCCC3)Cl.F[P-](F)(F)(F)(F)F (PyCloP), CCN(C(C)C)C(C)C (DIPEA). The solvent is CN(C)C=O (DMF), CN(C)C=O (DMF), CN(C)C=O (DMF), CN(C)C=O (DMF), CN(C)C=O (DMF), CN(C)C=O (DMF). Conditions: temperature 25 celsius, time 2 hour. Product: Cc1cc(C(=O)NC2CCc3ccccc32)cc(Cl)n1. Isolated yield 14.8%. Reaction SMILES: NC1CCc2ccccc21.Cc1cc(C(=O)O)cc(Cl)n1.C1CCN(C1)[P+](N2CCCC2)(N3CCCC3)Cl.F[P-](F)(F)(F)(F)F.CCN(C(C)C)C(C)C.CN(C)C=O>>Cc1cc(C(=O)NC2CCc3ccccc32)cc(Cl)n1. Reactants: [BH4-], CC(C)(C)c1cc(C(=O)CCC2CCNCC2)c2ccccc2n1, CO, [Na+]. Yields the product CC(C)(C)c1cc(C(O)CCC2CCNCC2)c2ccccc2n1. Reaction SMILES: [BH4-:25].[CH3:1][C:2]([CH3:3])([CH3:4])[c:5]1[n:6][c:7]2[cH:8][cH:9][cH:10][cH:11][c:12]2[c:13]([C:15]([CH2:16][CH2:17][CH:18]2[CH2:19][CH2:20][NH:21][CH2:22][CH2:23]2)=[O:24])[cH:14]1.[CH3:27][OH:28].[Na+:26]>>[CH3:1][C:2]([CH3:3])([CH3:4])[c:5]1[n:6][c:7]2[cH:8][cH:9][cH:10][cH:11][c:12]2[c:13]([CH:15]([CH2:16][CH2:17][CH:18]2[CH2:19][CH2:20][NH:21][CH2:22][CH2:23]2)[OH:24])[cH:14]1. The product is C#CC(OC(=O)c1ccc([N+](=O)[O-])cc1)(C1CC1)C(F)(F)F. Reactants: C1CCOC1, CCCC[N+](CCCC)(CCCC)CCCC, [F-], CC(C)[Si](C#CC(OC(=O)c1ccc([N+](=O)[O-])cc1)(C1CC1)C(F)(F)F)(C(C)C)C(C)C, O. RXN SMILES: [CH2:51]1[O:52][CH2:53][CH2:54][CH2:55]1.[CH3:34][CH2:35][CH2:36][CH2:37][N+:38]([CH2:39][CH2:40][CH2:41][CH3:42])([CH2:43][CH2:44][CH2:45][CH3:46])[CH2:47][CH2:48][CH2:49][CH3:50].[F-:33].[N+:1](=[O:2])([O-:3])[c:4]1[cH:5][cH:6][c:7]([C:8](=[O:9])[O:10][C:11]([C:12]#[C:13][Si:14]([CH:15]([CH3:16])[CH3:17])([CH:18]([CH3:19])[CH3:20])[CH:21]([CH3:22])[CH3:23])([C:24]([F:25])([F:26])[F:27])[CH:28]2[CH2:29][CH2:30]2)[cH:31][cH:32]1.[OH2:56]>>[N+:1](=[O:2])([O-:3])[c:4]1[cH:5][cH:6][c:7]([C:8](=[O:9])[O:10][C:11]([C:12]#[CH:13])([C:24]([F:25])([F:26])[F:27])[CH:28]2[CH2:29][CH2:30]2)[cH:31][cH:32]1. Starting materials: CN(C)CCCl, Cl, CN(C)C=O, O=Cc1cccc(O)c1. Yields the product CN(C)CCOc1cccc(C=O)c1. RXN SMILES: [CH3:11][N:12]([CH2:13][CH2:14][Cl:15])[CH3:16].[ClH:10].[O:17]=[CH:18][N:19]([CH3:20])[CH3:21].[OH:1][c:2]1[cH:3][c:4]([CH:5]=[O:6])[cH:7][cH:8][cH:9]1>>[O:1]([c:2]1[cH:3][c:4]([CH:5]=[O:6])[cH:7][cH:8][cH:9]1)[CH2:14][CH2:13][N:12]([CH3:11])[CH3:16]. Starting materials: Cl (HCl), CC1=C(OC=C1)C(=O)NC=1C=C(OC2=CC(=NC=C2)C2=CC(=CN2)C(=O)NC(C(=O)OC)CCC(=O)OC(C)(C)C)C=CC1 (5-tert-butyl 1-methyl 2-({[5-(4-{3-[(3-methyl-2-furoyl)amino]phenoxy}pyridin-2-yl)-1H-pyrrol-3-yl]carbonyl}amino)pentanedioate), O (water), [OH-].[Na+] (NaOH). The solvent is C1CCOC1.CO (THF MeOH). Conditions: time 2 hour. Product: C(C)(C)(C)OC(CCC(C(=O)O)NC(=O)C1=CNC(=C1)C1=NC=CC(=C1)OC1=CC(=CC=C1)NC(=O)C=1OC=CC1C)=O (5-tert-butoxy-2-({[5-(4-{3-[(3-methyl-2-furoyl)amino]phenoxy}pyridin-2-yl)-1H-pyrrol-3-yl]carbonyl}amino)-5-oxopentanoic acid). RXN SMILES: [CH3:1][C:2]1[CH:6]=[CH:5][O:4][C:3]=1[C:7]([NH:9][C:10]1[CH:11]=[C:12]([CH:42]=[CH:43][CH:44]=1)[O:13][C:14]1[CH:19]=[CH:18][N:17]=[C:16]([C:20]2[NH:24][CH:23]=[C:22]([C:25]([NH:27][CH:28]([CH2:33][CH2:34][C:35]([O:37][C:38]([CH3:41])([CH3:40])[CH3:39])=[O:36])[C:29]([O:31]C)=[O:30])=[O:26])[CH:21]=2)[CH:15]=1)=[O:8].[OH-].[Na+].O.Cl>C1COCC1.CO>[C:38]([O:37][C:35](=[O:36])[CH2:34][CH2:33][CH:28]([NH:27][C:25]([C:22]1[CH:21]=[C:20]([C:16]2[CH:15]=[C:14]([O:13][C:12]3[CH:42]=[CH:43][CH:44]=[C:10]([NH:9][C:7]([C:3]4[O:4][CH:5]=[CH:6][C:2]=4[CH3:1])=[O:8])[CH:11]=3)[CH:19]=[CH:18][N:17]=2)[NH:24][CH:23]=1)=[O:26])[C:29]([OH:31])=[O:30])([CH3:40])([CH3:41])[CH3:39] |f:1.2,5.6|. Procedure details: To a stirred solution of 5-tert-butyl 1-methyl 2-({[5-(4-{3-[(3-methyl-2-furoyl)amino]phenoxy}pyridin-2-yl)-1H-pyrrol-3-yl]carbonyl}amino)pentanedioate (170 mg, 0.28 mmol) in a mixture of THF/MeOH (10 ml/10 ml) was added 1M NaOH solution (2 ml, 2 mmol). The mixture was stirred at room temperature for 2 hours and poured into 100 ml of water. 1M HCl was added dropwise until pH=4. The precipitates were filtered, washed with water and dried in vacuo to give 5-tert-butoxy-2-({[5-(4-{3-[(3-methyl-2-fu... The reactants are CC=1NC2=CC=CC=C2C1C(=O)N1CCC2(CC1)OCC1=C2C=CC=C1 (1′-[(2-methyl-1H-indol-3-yl)carbonyl]-3H-spiro[2-benzofuran-1,4′-piperidine]), [H-].[Na+] (NaH), C1(=CC=CC=C1)S(=O)(=O)Cl (benzenesulfonyl chloride). Run in CN(C)C=O (DMF). Conditions: time 30 minute. The product is CC=1N(C2=CC=CC=C2C1C(=O)N1CCC2(CC1)OCC1=C2C=CC=C1)S(=O)(=O)C1=CC=CC=C1 (1′-{[2-methyl-1-(phenylsulfonyl)-1H-indol-3-yl]carbonyl}-3H-spiro[2-benzofuran-1,4′-piperidine]). The yield is 84.1%. Reaction SMILES: [CH3:1][C:2]1[NH:3][C:4]2[C:9]([C:10]=1[C:11]([N:13]1[CH2:18][CH2:17][C:16]3([C:22]4[CH:23]=[CH:24][CH:25]=[CH:26][C:21]=4[CH2:20][O:19]3)[CH2:15][CH2:14]1)=[O:12])=[CH:8][CH:7]=[CH:6][CH:5]=2.[H-].[Na+].[C:29]1([S:35](Cl)(=[O:37])=[O:36])[CH:34]=[CH:33][CH:32]=[CH:31][CH:30]=1>CN(C=O)C>[CH3:1][C:2]1[N:3]([S:35]([C:29]2[CH:34]=[CH:33][CH:32]=[CH:31][CH:30]=2)(=[O:37])=[O:36])[C:4]2[C:9]([C:10]=1[C:11]([N:13]1[CH2:14][CH2:15][C:16]3([C:22]4[CH:23]=[CH:24][CH:25]=[CH:26][C:21]=4[CH2:20][O:19]3)[CH2:17][CH2:18]1)=[O:12])=[CH:8][CH:7]=[CH:6][CH:5]=2 |f:1.2|. Procedure: To a stirred solution of 40 mg (0.11 mmol) of 1′-[(2-methyl-1H-indol-3-yl)carbonyl]-3H-spiro[2-benzofuran-1,4′-piperidine] (the preparation of which has been described in example 43) in 3 ml DMF was added 5 mg (0.11 mmol) NaH (60% in oil). The mixture was stirred at RT for 30 min. and then 24 mg (0.14 mmol) of benzenesulfonyl chloride was added. The mixture was stirred an additional hour and then poured onto water and extracted with ethyl acetate. The combined organic phases were dried over Na2S...